Dataset: the Open Reaction Database (ORD), a public repository of structured organic reaction records. Task: describe an organic reaction: reactants, conditions, products, and yield As a reaction SMILES: [C:26](=[O:27])([O-:28])[O-:29].[CH2:32]1[O:33][CH2:34][CH2:35][O:36][CH2:37]1.[CH2:44]([O:45][CH2:46][CH3:47])[CH3:48].[CH3:2][O:3][c:4]1[cH:5][c:6]([CH2:7][NH2:8])[cH:9][cH:10][c:11]1[O:12][CH3:13].[CH3:38][CH2:39][CH2:40][CH2:41][CH2:42][CH3:43].[Cl:14][c:15]1[c:16](=[O:25])[n:17]([CH2:22][CH2:23][CH3:24])[n:18][cH:19][c:20]1[Cl:21].[ClH:1].[K+:30].[K+:31].[OH2:49]>>[CH3:2][O:3][c:4]1[cH:5][c:6]([CH2:7][NH:8][c:20]2[c:15]([Cl:14])[c:16](=[O:25])[n:17]([CH2:22][CH2:23][CH3:24])[n:18][cH:19]2)[cH:9][cH:10][c:11]1[O:12][CH3:13]. The product is CCCn1ncc(NCc2ccc(OC)c(OC)c2)c(Cl)c1=O. Starting materials: O=C([O-])[O-], C1COCCO1, CCOCC, COc1ccc(CN)cc1OC, CCCCCC, CCCn1ncc(Cl)c(Cl)c1=O, Cl, [K+], [K+], O. Reagents/catalysts: [Fe] (iron). Reaction SMILES: [C:1]([O:4][CH2:5][C@H:6]([N:8]1[CH:17]=[CH:16][C:15]2[C:10](=[CH:11][CH:12]=[C:13]([Cl:21])[C:14]=2[N+:18]([O-])=O)[C:9]1=[O:22])[CH3:7])(=[O:3])[CH3:2].C(O)C.[Cl-].[NH4+].O>[Fe]>[C:1]([O:4][CH2:5][C@H:6]([N:8]1[CH:17]=[CH:16][C:15]2[C:10](=[CH:11][CH:12]=[C:13]([Cl:21])[C:14]=2[NH2:18])[C:9]1=[O:22])[CH3:7])(=[O:3])[CH3:2] |f:2.3|. Procedure: A round bottom flask was charged with (R)-2-(6-chloro-5-nitro-1-oxoisoquinolin-2(1H)-yl)propyl acetate (160.0 mg, 0.0004927 mol) and ethanol (7 mL, 0.1 mol), and the reaction was heated at 85° C. Ammonium chloride (264 mg, 0.00493 mol) in water (7 mL, 0.4 mol) was added, followed by iron (110 mg, 0.0020 mol) in two portions. The reaction was stirred at that temperature for one hour. The reaction mixture was then poured onto dichloromethane (60 mL) and extracted. The extracts were washed with bri... Reaction conditions: temperature 85 celsius, time 1 hour. Starting materials: C(C)(=O)OC[C@@H](C)N1C(C2=CC=C(C(=C2C=C1)[N+](=O)[O-])Cl)=O ((R)-2-(6-chloro-5-nitro-1-oxoisoquinolin-2(1H)-yl)propyl acetate), C(C)O (ethanol), [Cl-].[NH4+] (Ammonium chloride), O (water). Yields the product C(C)(=O)OC[C@@H](C)N1C(C2=CC=C(C(=C2C=C1)N)Cl)=O ((R)-2-(5-Amino-6-chloro-1-oxoisoquinolin-2(1H)-yl)propyl acetate). The reactants are [BH4-], C=CCCCC(OCCCCC)c1ccc(-c2ccccc2)cc1, COCCOCCOC, [K+], [K+], [Na+], [Na+], O=C([O-])[O-], [OH-], O, OO. The product is CCCCCOC(CCCCCO)c1ccc(-c2ccccc2)cc1. RXN SMILES: [BH4-:35].[CH2:1]([CH2:2][CH2:3][CH2:4][CH3:5])[O:6][CH:7]([CH2:8][CH2:9][CH2:10][CH:11]=[CH2:12])[c:13]1[cH:14][cH:15][c:16](-[c:19]2[cH:20][cH:21][cH:22][cH:23][cH:24]2)[cH:17][cH:18]1.[CH3:37][O:38][CH2:39][CH2:40][O:41][CH2:42][CH2:43][O:44][CH3:45].[K+:29].[K+:30].[Na+:26].[Na+:36].[O-:31][C:32]([O-:33])=[O:34].[OH-:25].[OH2:46].[OH:27][OH:28]>>[CH2:1]([CH2:2][CH2:3][CH2:4][CH3:5])[O:6][CH:7]([CH2:8][CH2:9][CH2:10][CH2:11][CH2:12][OH:31])[c:13]1[cH:14][cH:15][c:16](-[c:19]2[cH:20][cH:21][cH:22][cH:23][cH:24]2)[cH:17][cH:18]1.